From a dataset of the Open Reaction Database (ORD), a public repository of structured organic reaction records. describe an organic reaction: reactants, conditions, products, and yield The reactants are S(=O)(=O)([O-])[O-].[Na+].[Na+] (sodium sulfate), O.O.O.O.O.B([O-])([O-])[O-].B([O-])([O-])[O-].B([O-])([O-])[O-].B([O-])([O-])[O-].[Na+].[Na+].[Na+].[Na+].[Na+].[Na+].[Na+].[Na+].[Na+].[Na+].[Na+].[Na+] (sodium tetraborate pentahydrate), S([O-])(O)(=O)=O.[Na+] (sodium bisulfate). The solvent is O (water). Product: S(=O)(=O)([O-])[O-].[Na+].[Na+] (sodium sulfate), O.O.O.O.O.O.O.O.O.O.B([O-])([O-])[O-].B([O-])([O-])[O-].B([O-])([O-])[O-].B([O-])([O-])[O-].[Na+].[Na+].[Na+].[Na+].[Na+].[Na+].[Na+].[Na+].[Na+].[Na+].[Na+].[Na+] (sodium tetraborate decahydrate), pentahydrate. Reaction SMILES: [S:1]([O-:5])([O-:4])(=[O:3])=[O:2].[Na+:6].[Na+].[OH2:8].O.O.O.O.[B:13]([O-:16])([O-:15])[O-:14].[B:17]([O-:20])([O-:19])[O-:18].[B:21]([O-:24])([O-:23])[O-:22].[B:25]([O-:28])([O-:27])[O-:26].[Na+].[Na+].[Na+].[Na+].[Na+].[Na+].[Na+].[Na+].[Na+].[Na+].[Na+].[Na+].S(=O)(=O)(O)[O-:42].[Na+]>O>[S:1]([O-:5])([O-:4])(=[O:3])=[O:2].[Na+:6].[Na+:6].[OH2:14].[OH2:18].[OH2:22].[OH2:26].[OH2:42].[OH2:8].[OH2:2].[OH2:2].[OH2:2].[OH2:2].[B:13]([O-:16])([O-:15])[O-:14].[B:17]([O-:20])([O-:19])[O-:18].[B:21]([O-:24])([O-:23])[O-:22].[B:25]([O-:28])([O-:27])[O-:26].[Na+:6].[Na+:6].[Na+:6].[Na+:6].[Na+:6].[Na+:6].[Na+:6].[Na+:6].[Na+:6].[Na+:6].[Na+:6].[Na+:6] |f:0.1.2,3.4.5.6.7.8.9.10.11.12.13.14.15.16.17.18.19.20.21.22.23,24.25,27.28.29,30.31.32.33.34.35.36.37.38.39.40.41.42.43.44.45.46.47.48.49.50.51.52.53.54.55|. Procedure details: Approximately 710 pounds of this dry particulate mixture of sodium sulfate, sodium tetraborate pentahydrate and sodium bisulfate was slowly poured into the gently stirred water to produce a eutectic composition of 3.8% by weight of sodium sulfate, 0.1% by weight of sodium tetraborate decahydrate (the pentahydrate changed to decahydrate upon dissolution in the water) and 0.5% by weight of sodium bisulfate. This addition yields 1620 gallons or 14,038 pounds of eutectic solution with a liquid densi...